From a dataset of the Open Reaction Database (ORD), a public repository of structured organic reaction records. describe an organic reaction: reactants, conditions, products, and yield The solvent is P(O)(O)(O)=O (phosphoric acid). The product is ClC1=C(C=C(C(=O)O)C=C1OCC)N1CCS(CC1)(=O)=O (4-Chloro-3-(1,1-dioxo-1λ6-thiomorpholin-4-yl)-5-ethoxy-benzoic acid). Isolated yield 12.4%. Run at temperature 140 celsius. Reaction SMILES: C[O:2][C:3](=[O:15])[C:4]1[CH:9]=[C:8]([O:10][CH2:11][CH3:12])[C:7]([Cl:13])=[C:6]([NH2:14])[CH:5]=1.[CH:16]([S:18]([CH:21]=[CH2:22])(=[O:20])=[O:19])=[CH2:17].O>P(=O)(O)(O)O>[Cl:13][C:7]1[C:8]([O:10][CH2:11][CH3:12])=[CH:9][C:4]([C:3]([OH:2])=[O:15])=[CH:5][C:6]=1[N:14]1[CH2:22][CH2:21][S:18](=[O:20])(=[O:19])[CH2:16][CH2:17]1. Reported procedure: A mixture of 3-amino-4-chloro-5-ethoxy-benzoic acid methyl ester (1.0 g, 4.35 mmol, 1.0 equiv) and divinylsulfone (0.44 mL, 0.51 g, 4.35 mmol, 1.0 equiv) in phosphoric acid 85% (25 mL) was heated to 140° C. overnight. The reaction mixture was poured into water (50 mL) and extracted with dichloromethane (3×50 mL). The combined organic phases were dried over MgSO4, the solvent removed by evaporation under reduced pressure and the crude material purified with column chromatography on silica eluting... Starting materials: COC(C1=CC(=C(C(=C1)OCC)Cl)N)=O (3-amino-4-chloro-5-ethoxy-benzoic acid methyl ester), C(=C)S(=O)(=O)C=C (divinylsulfone), O (water). Starting materials: Cl, [K+], COCOCc1nc(N)c2ncc(O)nc2n1, [OH-], O. The product is COCOCc1nc2nc(O)cnc2c(=O)[nH]1. As a reaction SMILES: [ClH:20].[K+:19].[NH2:1][c:2]1[n:3][c:4]([CH2:13][O:14][CH2:15][O:16][CH3:17])[n:5][c:6]2[n:7][c:8]([OH:12])[cH:9][n:10][c:11]12.[OH-:18].[OH2:21]>>[c:2]1(=[O:18])[nH:3][c:4]([CH2:13][O:14][CH2:15][O:16][CH3:17])[n:5][c:6]2[n:7][c:8]([OH:12])[cH:9][n:10][c:11]12. Reactants: C1CCOC1, Clc1ccc(I)cn1, O=Cc1cc(Cl)ccc1[N+](=O)[O-]. Yields the product O=[N+]([O-])c1ccc(Cl)cc1C(O)c1ccc(Cl)nc1. RXN SMILES: [CH2:21]1[O:22][CH2:23][CH2:24][CH2:25]1.[Cl:1][c:2]1[n:3][cH:4][c:5]([I:8])[cH:6][cH:7]1.[N+:9](=[O:10])([O-:11])[c:12]1[c:13]([CH:14]=[O:15])[cH:16][c:17]([Cl:20])[cH:18][cH:19]1>>[Cl:1][c:2]1[n:3][cH:4][c:5]([CH:14]([c:13]2[c:12]([N+:9](=[O:10])[O-:11])[cH:19][cH:18][c:17]([Cl:20])[cH:16]2)[OH:15])[cH:6][cH:7]1. Reactants: Cl.N(N)C=1SC(=NN1)C1=C(C=CC=C1)C (2-hydrazino-5-(2-methylphenyl)-1,3,4-thiadiazole hydrochloride), C(C)(=O)OC(C)=O (acetic anhydride), O (water). The solvent is N1=CC=CC=C1 (pyridine). Reaction conditions: time 0.5 hour. Yields the product C(C)(=O)NNC=1SC(=NN1)C1=C(C=CC=C1)C (2-(2-Acetylhydrazino)-5-(2-methylphenyl)-1,3,4-thiadiazole). Reaction SMILES: Cl.[NH:2]([C:4]1[S:5][C:6]([C:9]2[CH:14]=[CH:13][CH:12]=[CH:11][C:10]=2[CH3:15])=[N:7][N:8]=1)[NH2:3].O.[C:17](OC(=O)C)(=[O:19])[CH3:18]>N1C=CC=CC=1>[C:17]([NH:3][NH:2][C:4]1[S:5][C:6]([C:9]2[CH:14]=[CH:13][CH:12]=[CH:11][C:10]=2[CH3:15])=[N:7][N:8]=1)(=[O:19])[CH3:18] |f:0.1|. Procedure: A solution of 2-hydrazino-5-(2-methylphenyl)-1,3,4-thiadiazole hydrochloride (1.0 g) in a mixture of acetic anhydride (0.5 ml) and pyridine (0.5 ml) was kept at room temperature under nitrogen for 0.5 hr. The solution was poured into water (100 ml) and extracted three times with methylene chloride. The organic layer was evaporated and the residue was fractionated on two 20 × 20 cm, 2 mm thick silica preparative t.l.c. plates by eluting with chloroform-methanol (4:1). The resultant product was cr... Reactants: C\C=C/C (cis-2-butene), C(C1=CC=CC=C1)N (benzylamine). Yields the product C(C1=CC=CC=C1)N1CC=CC1 (1-benzyl-3-pyrroline). Procedure details: To a solution of 60.0 g of the cis-2-butene derivative solution prepared in Example 1 and 250 g of toluene in a round flask reactor, 171.7 g (1.6 mol) of benzylamine was added dropwise with stirring for 30 min. at ambient temperature. After 2 hours of stirring, the crystallized solid was removed by filtration; 42.0 g of 35% HCl (aq) was added to the filtrate, and then excess benzylamine hydrochloride was removed by filtration or extraction. After the solvent was evaporated under reduced pressure... Reaction conditions: time 30 minute. Yield: 33.5%. The solvent is C1(=CC=CC=C1)C (toluene). As a reaction SMILES: [CH3:1]/[CH:2]=[CH:3]\[CH3:4].[CH2:5]([NH2:12])[C:6]1[CH:11]=[CH:10][CH:9]=[CH:8][CH:7]=1>C1(C)C=CC=CC=1>[CH2:5]([N:12]1[CH2:4][CH:3]=[CH:2][CH2:1]1)[C:6]1[CH:11]=[CH:10][CH:9]=[CH:8][CH:7]=1. Reactants: C(C)(C)(C)OC(NCCCN1CCC(CC1)NC(=O)NC=1C(OC2=C(N1)C=C(C=C2)CCC2=CC(=CC=C2)F)=CN(C)C)=O ({3-[4-(3-{2-dimethylaminomethylene-6-[2-(3-fluoro-phenyl)-ethyl]-2H-benzo[1,4]oxazin-3-yl}-ureido)-piperidin-1-yl]-propyl}-carbamic acid tert-butyl ester). Solvent: C(C)(=O)O (acetic acid). Conditions: temperature 100 celsius. Product: C(C)(C)(C)OC(NCCCN1CCC(CC1)N1C(N=C2NC3=CC(=CC=C3OC2=C1)CCC1=CC(=CC=C1)F)=O)=O ([3-(4-{7-[2-(3-Fluoro-phenyl)-ethyl]-2-oxo-2,9-dihydro-10-oxa-1,3,9-triaza-anthracen-3-yl}-piperidin-1-yl)-propyl]-carbamic acid tert-butyl ester). RXN SMILES: [C:1]([O:5][C:6](=[O:44])[NH:7][CH2:8][CH2:9][CH2:10][N:11]1[CH2:16][CH2:15][CH:14]([NH:17][C:18]([NH:20][C:21]2[C:22](=[CH:40]N(C)C)[O:23][C:24]3[CH:30]=[CH:29][C:28]([CH2:31][CH2:32][C:33]4[CH:38]=[CH:37][CH:36]=[C:35]([F:39])[CH:34]=4)=[CH:27][C:25]=3[N:26]=2)=[O:19])[CH2:13][CH2:12]1)([CH3:4])([CH3:3])[CH3:2]>C(O)(=O)C>[C:1]([O:5][C:6](=[O:44])[NH:7][CH2:8][CH2:9][CH2:10][N:11]1[CH2:12][CH2:13][CH:14]([N:17]2[CH:40]=[C:22]3[C:21]([NH:26][C:25]4[C:24]([O:23]3)=[CH:30][CH:29]=[C:28]([CH2:31][CH2:32][C:33]3[CH:38]=[CH:37][CH:36]=[C:35]([F:39])[CH:34]=3)[CH:27]=4)=[N:20][C:18]2=[O:19])[CH2:15][CH2:16]1)([CH3:4])([CH3:2])[CH3:3]. Procedure: A solution of {3-[4-(3-{2-dimethylaminomethylene-6-[2-(3-fluoro-phenyl)-ethyl]-2H-benzo[1,4]oxazin-3-yl}-ureido)-piperidin-1-yl]-propyl}-carbamic acid tert-butyl ester (310 mg, 0.510 mmol, 1 equiv) in acetic acid (15 mL) was placed in a microwave reactor vessel. The reaction was placed under an argon atmosphere then heated to 100° C. in a microwave reactor for 90 min. LCMS analysis indicated the desired product was obtained, but partial loss of Boc had occurred. The acetic acid solution was conc... Reactants: CC(C)(C)OC(=O)N1CCC2C1C(c1c[nH]c3cc(F)ccc13)CN2c1ncccn1, ClCCl, O=C(O)C(F)(F)F. The product is Fc1ccc2c(C3CN(c4ncccn4)C4CCNC34)c[nH]c2c1. RXN SMILES: [C:1]([O:2][C:3](=[O:4])[N:8]1[CH:9]2[CH:10]([CH2:11][CH2:12]1)[N:13]([c:26]1[n:27][cH:28][cH:29][cH:30][n:31]1)[CH2:14][CH:15]2[c:16]1[cH:17][nH:18][c:19]2[cH:20][c:21]([F:25])[cH:22][cH:23][c:24]12)([CH3:5])([CH3:6])[CH3:7].[Cl:39][CH2:40][Cl:41].[F:32][C:33]([F:34])([F:35])[C:36]([OH:37])=[O:38]>>[NH:8]1[CH:9]2[CH:10]([CH2:11][CH2:12]1)[N:13]([c:26]1[n:27][cH:28][cH:29][cH:30][n:31]1)[CH2:14][CH:15]2[c:16]1[cH:17][nH:18][c:19]2[cH:20][c:21]([F:25])[cH:22][cH:23][c:24]12. The reactants are [Br-], COc1cccc(C(F)(F)F)c1NS(=O)(=O)c1cc2nc(C)cc(C)n2n1, CC#N, O=C1CCC(=O)N1Cl, [K+]. Yields the product COc1cccc(C(F)(F)F)c1NS(=O)(=O)c1nn2c(C)cc(C)nc2c1Cl. RXN SMILES: [Br-:36].[CH3:1][c:2]1[n:3][c:4]2[n:5]([c:6]([CH3:8])[cH:7]1)[n:9][c:10]([S:12](=[O:13])(=[O:14])[NH:15][c:16]1[c:17]([C:24]([F:25])([F:26])[F:27])[cH:18][cH:19][cH:20][c:21]1[O:22][CH3:23])[cH:11]2.[CH3:38][C:39]#[N:40].[Cl:28][N:29]1[C:30](=[O:31])[CH2:32][CH2:33][C:34]1=[O:35].[K+:37]>>[CH3:1][c:2]1[n:3][c:4]2[n:5]([c:6]([CH3:8])[cH:7]1)[n:9][c:10]([S:12](=[O:13])(=[O:14])[NH:15][c:16]1[c:17]([C:24]([F:25])([F:26])[F:27])[cH:18][cH:19][cH:20][c:21]1[O:22][CH3:23])[c:11]2[Cl:28].